The task is: describe an organic reaction: reactants, conditions, products, and yield. This data is from the Open Reaction Database (ORD), a public repository of structured organic reaction records. Reactants: O (Water), N1=CC(=CC=C1)C1=NN=C(O1)NC(OCC(Cl)(Cl)Cl)=O (2,2,2-trichloroethyl (5-pyridin-3-yl-1,3,4-oxadiazol-2-yl)carbamate), C1(=CC=CC=C1)C1=NSC(=N1)N1CCNCC1 (1-(3-phenyl-1,2,4-thiadiazol-5-yl)piperazine), C(C)(C)N(CC)C(C)C (diisopropylethylamine). The solvent is CS(=O)C (dimethyl sulfoxide). The product is C1(=CC=CC=C1)C1=NSC(=N1)N1CCN(CC1)C(=O)NC=1OC(=NN1)C=1C=NC=CC1 (4-(3-Phenyl-1,2,4-thiadiazol-5-yl)-N-(5-pyridin-3-yl-1,3,4-oxadiazol-2-yl)piperazine-1-carboxamide). Yield: 34.3%. RXN SMILES: [N:1]1[CH:6]=[CH:5][CH:4]=[C:3]([C:7]2[O:11][C:10]([NH:12][C:13](=[O:20])OCC(Cl)(Cl)Cl)=[N:9][N:8]=2)[CH:2]=1.[C:21]1([C:27]2[N:31]=[C:30]([N:32]3[CH2:37][CH2:36][NH:35][CH2:34][CH2:33]3)[S:29][N:28]=2)[CH:26]=[CH:25][CH:24]=[CH:23][CH:22]=1.C(N(C(C)C)CC)(C)C.O>CS(C)=O>[C:21]1([C:27]2[N:31]=[C:30]([N:32]3[CH2:37][CH2:36][N:35]([C:13]([NH:12][C:10]4[O:11][C:7]([C:3]5[CH:2]=[N:1][CH:6]=[CH:5][CH:4]=5)=[N:8][N:9]=4)=[O:20])[CH2:34][CH2:33]3)[S:29][N:28]=2)[CH:22]=[CH:23][CH:24]=[CH:25][CH:26]=1. Procedure: A mixed solution of 2,2,2-trichloroethyl (5-pyridin-3-yl-1,3,4-oxadiazol-2-yl)carbamate (249 mg, 0.738 mmol), 1-(3-phenyl-1,2,4-thiadiazol-5-yl)piperazine (200 mg, 0.812 mmol) and diisopropylethylamine (0.129 ml, 0.728 mmol) in dimethyl sulfoxide (2.5 ml) was stirred at 70° C. for 3 hours and half. Water was poured to the reaction mixture, and the resulting solution was extracted with ethyl acetate. The extract was washed with water and dried over anhydrous magnesium sulfate, and the solvent was... The reactants are C1(CC1)CC(=O)O (2-cyclopropylacetic acid), S(=O)(Cl)Cl (thionyl chloride), CCO (EtOH), Br (hydrogen bromide). The solvent is ClCCCl (DCE). Conditions: time 96 hour. Yields the product BrC(C(=O)OCC)C1CC1 (Ethyl 2-bromo-2-cyclopropylacetate). RXN SMILES: [CH:1]1([CH2:4][C:5]([OH:7])=[O:6])[CH2:3][CH2:2]1.S(Cl)(Cl)=O.[BrH:12].[CH3:13][CH2:14]O>ClCCCl>[Br:12][CH:4]([CH:1]1[CH2:3][CH2:2]1)[C:5]([O:7][CH2:13][CH3:14])=[O:6]. Procedure: To a solution of 2-cyclopropylacetic acid (24.7 g, 247 mmol) in anhydrous DCE (250 mL) was added thionyl chloride (22 mL, 302 mmol) dropwise for 5 minutes at 25° C. After being refluxed for 2 h, the reaction was cooled to room temperature, N-bromosuccinimde (53.6 g, 301 mmol) and hydrogen bromide (48% aqueous solution) (0.195 mL, 1.727 mmol) were added successively at 25° C. The resulted mixture was heated to refux for 96 h. After the reaction mixture was cooled to room temperature, absolute EtO... Reactants: C(C1=CC=CC=C1)=O (benzaldehyde), [N+](=O)([O-])CC (nitroethane), O (Water). Reagents/catalysts: CC(C)([O-])C.[K+] (potassium tert-butoxide). Solvent: O1CCCC1 (tetrahydrofuran), C(C)(C)(C)O (tert-butanol). Reaction conditions: time 16 hour. Yields the product [N+](=O)([O-])C(C(O)C1=CC=CC=C1)C (2-nitro-1-phenylpropan-1-ol). The yield is 93.7%. As a reaction SMILES: [CH:1](=[O:8])[C:2]1[CH:7]=[CH:6][CH:5]=[CH:4][CH:3]=1.[N+:9]([CH2:12][CH3:13])([O-:11])=[O:10].O>O1CCCC1.C(O)(C)(C)C.CC(C)([O-])C.[K+]>[N+:9]([CH:12]([CH3:13])[CH:1]([C:2]1[CH:7]=[CH:6][CH:5]=[CH:4][CH:3]=1)[OH:8])([O-:11])=[O:10] |f:5.6|. Procedure details: To a solution of benzaldehyde (20.0 g) and nitroethane (28.4 g) in tetrahydrofuran (50 mL) and tert-butanol (50 mL) was added potassium tert-butoxide (1.27 g) under ice-cooling, and the mixture was stirred at room temperature for 16 hr. Water was added to the reaction mixture, and the mixture was extracted with diethyl ether. The extract was washed with saturated aqueous sodium hydrogen carbonate solution and saturated brine, dried over anhydrous magnesium sulfate, and concentrated under reduced... The reactants are FC1=CC2=C(C3=C(N(C(=N3)C(=O)N)CC3=CC=NN3C)C3CC2C3)C=C1I (8-fluoro-9-iodo-3-((1-methyl-1H-pyrazol-5-yl)methyl)-3,4,5,6-tetrahydro-4,6-methanobenzo[3,4]cyclohepta[1,2-d]imidazole-2-carboxamide), CC(C)(C#C)O (2-methyl-3-butyn-2-ol), ClCCl (dichloromethane). Reagents/catalysts: [Cu]I (copper(I) iodide), C=1C=CC(=CC1)[P](C=2C=CC=CC2)(C=3C=CC=CC3)[Pd]([P](C=4C=CC=CC4)(C=5C=CC=CC5)C=6C=CC=CC6)([P](C=7C=CC=CC7)(C=8C=CC=CC8)C=9C=CC=CC9)[P](C=1C=CC=CC1)(C=1C=CC=CC1)C=1C=CC=CC1 (tetrakis(triphenylphosphine)palladium(0)). Run in N1CCCCC1 (piperidine), CO (methanol). Run at temperature 50 celsius, time 5 minute. Product: N (ammonia), FC1=CC2=C(C3=C(N(C(=N3)C(=O)N)CC3=CC=NN3C)C3CC2C3)C=C1C#CC(C)(C)O (8-fluoro-9-(3-hydroxy-3-methylbut-1-yn-1-yl)-3-((1-methyl-1H-pyrazol-5-yl)methyl)-3,4,5,6-tetrahydro-4,6-methanobenzo[3,4]cyclohepta[1,2-d]imidazole-2-carboxamide). Yield: 157.1%. As a reaction SMILES: [F:1][C:2]1[C:26](I)=[CH:25][C:5]2[C:6]3[N:10]=[C:9]([C:11]([NH2:13])=[O:12])[N:8]([CH2:14][C:15]4[N:19]([CH3:20])[N:18]=[CH:17][CH:16]=4)[C:7]=3[CH:21]3[CH2:24][CH:23]([C:4]=2[CH:3]=1)[CH2:22]3.[CH3:28][C:29]([OH:33])([C:31]#[CH:32])[CH3:30].ClCCl>N1CCCCC1.CO.[Cu]I.C1C=CC([P]([Pd]([P](C2C=CC=CC=2)(C2C=CC=CC=2)C2C=CC=CC=2)([P](C2C=CC=CC=2)(C2C=CC=CC=2)C2C=CC=CC=2)[P](C2C=CC=CC=2)(C2C=CC=CC=2)C2C=CC=CC=2)(C2C=CC=CC=2)C2C=CC=CC=2)=CC=1>[NH3:8].[F:1][C:2]1[C:26]([C:32]#[C:31][C:29]([OH:33])([CH3:30])[CH3:28])=[CH:25][C:5]2[C:6]3[N:10]=[C:9]([C:11]([NH2:13])=[O:12])[N:8]([CH2:14][C:15]4[N:19]([CH3:20])[N:18]=[CH:17][CH:16]=4)[C:7]=3[CH:21]3[CH2:24][CH:23]([C:4]=2[CH:3]=1)[CH2:22]3 |^1:50,52,71,90|. Procedure details: To a solution of 8-fluoro-9-iodo-3-((1-methyl-1H-pyrazol-5-yl)methyl)-3,4,5,6-tetrahydro-4,6-methanobenzo[3,4]cyclohepta[1,2-d]imidazole-2-carboxamide (67 mg, 0.14 mmol) in piperidine (2 mL) was introduced 2-methyl-3-butyn-2-ol (68 mg, 0.81 mmol) and copper(I) iodide (2 mg, 0.01 mmol). The solution was de-oxygenated by nitrogen bubbling for five minutes, then tetrakis(triphenylphosphine)palladium(0) (9 mg, 0.01 mmol) added and bubbling continued for a further two minutes. The pressure tube was c...